This data is from the Open Reaction Database (ORD), a public repository of structured organic reaction records. The task is: describe an organic reaction: reactants, conditions, products, and yield Reactants: CC(=O)[O-], CC(C)=O, CCOC(C)=O, O=C1C=C2CCC3C(CCC4(C(F)F)C(O)CCC34)C2CC1, [K+], O=S(=O)(O)O. Product: O=C1C=C2CCC3C(CCC4(C(F)F)C(=O)CCC34)C2CC1. Reaction SMILES: [CH3:24][C:25](=[O:26])[O-:27].[CH3:28][C:29](=[O:30])[CH3:31].[CH3:37][CH2:38][O:39][C:40](=[O:41])[CH3:42].[F:1][CH:2]([C:3]12[CH:4]([OH:21])[CH2:5][CH2:6][CH:7]1[CH:8]1[CH2:9][CH2:10][C:11]3=[CH:12][C:13](=[O:20])[CH2:14][CH2:15][CH:16]3[CH:17]1[CH2:18][CH2:19]2)[F:22].[K+:23].[S:32](=[O:33])(=[O:34])([OH:35])[OH:36]>>[F:1][CH:2]([C:3]12[C:4](=[O:21])[CH2:5][CH2:6][CH:7]1[CH:8]1[CH2:9][CH2:10][C:11]3=[CH:12][C:13](=[O:20])[CH2:14][CH2:15][CH:16]3[CH:17]1[CH2:18][CH2:19]2)[F:22].